Dataset: the Open Reaction Database (ORD), a public repository of structured organic reaction records. Task: describe an organic reaction: reactants, conditions, products, and yield Starting materials: ClC1=C(C#N)C(=CC=C1)F (2-chloro-6-fluoro-benzonitrile), C(C)(C)(C)OC(=O)N1CCC(CC1)O (4-hydroxy-piperidine-1-carboxylic acid tert-butyl ester). The product is Cl.ClC1=C(C#N)C(=CC=C1)OC1CCNCC1 (2-Chloro-6-(piperidin-4-yloxy)-benzonitrile hydrochloride). RXN SMILES: [Cl:1][C:2]1[CH:9]=[CH:8][CH:7]=[C:6](F)[C:3]=1[C:4]#[N:5].C(OC([N:18]1[CH2:23][CH2:22][CH:21]([OH:24])[CH2:20][CH2:19]1)=O)(C)(C)C>>[ClH:1].[Cl:1][C:2]1[CH:9]=[CH:8][CH:7]=[C:6]([O:24][CH:21]2[CH2:22][CH2:23][NH:18][CH2:19][CH2:20]2)[C:3]=1[C:4]#[N:5] |f:2.3|. Procedure: 2-Chloro-6-(piperidin-4-yloxy)-benzonitrile hydrochloride was prepared in a manner analogous to that described in example 59.2 from 2-chloro-6-fluoro-benzonitrile and 4-hydroxy-piperidine-1-carboxylic acid tert-butyl ester. White solid. MS (m/z): 237.0 ([M+H]+). Starting materials: C1(=CC=CC=C1)S(=O)(=O)N (benzene-sulfonamide), C1CCC2=NCCCN2CC1 (DBU), COC(=O)C1=C(C=CC(=C1)NCC(=O)OC)S(=O)(=O)N (2-methoxycarbony1-4-(N-methoxycarbonylmethyl-amino)benzenesulfonamide), COC1=NC(=NC(=C1)OC)NC(=O)OC1=CC=CC=C1 (4,6-dimethoxy-2-phenoxycarbonylaminopyrimidine), N1=CN=CC=C1 (pyrimidine), product, C1CCC2=NCCCN2CC1 (DBU). Solvent: C(C)#N (acetonitrile), C(C)#N (acetonitrile). Run at time 6 hour. Product: COC1=NC(=NC(=C1)OC)NC(=O)NS(=O)(=O)C1=C(C=C(C=C1)NCC(=O)OC)C(=O)OC (N-[(4,6-Dimethoxypyrimidin-2-yl)aminocarbonyl]-2-methoxycarbonyl-4-(N-methoxycarbonylmethylamino)benzenesulfonamide). As a reaction SMILES: C1CCN2C(=NCCC2)CC1.[CH3:12][O:13][C:14]([C:16]1[CH:21]=[C:20]([NH:22][CH2:23][C:24]([O:26][CH3:27])=[O:25])[CH:19]=[CH:18][C:17]=1[S:28]([NH2:31])(=[O:30])=[O:29])=[O:15].[CH3:32][O:33][C:34]1[CH:39]=[C:38]([O:40][CH3:41])[N:37]=[C:36]([NH:42][C:43](OC2C=CC=CC=2)=[O:44])[N:35]=1.C1(S(N)(=O)=O)C=CC=CC=1.N1C=CC=NC=1>C(#N)C>[CH3:41][O:40][C:38]1[CH:39]=[C:34]([O:33][CH3:32])[N:35]=[C:36]([NH:42][C:43]([NH:31][S:28]([C:17]2[CH:18]=[CH:19][C:20]([NH:22][CH2:23][C:24]([O:26][CH3:27])=[O:25])=[CH:21][C:16]=2[C:14]([O:13][CH3:12])=[O:15])(=[O:30])=[O:29])=[O:44])[N:37]=1. Procedure details: 0.6 ml of DBU are added dropwise at 0° C. to a mixture of 0.87 g of 2-methoxycarbony1-4-(N-methoxycarbonylmethyl-amino)benzenesulfonamide and 0.90 g of 4,6-dimethoxy-2-phenoxycarbonylaminopyrimidine in 10 ml of acetonitrile. The reaction solution is then stirred at room temperature for 6 h. After removal of the solvent by distillation the residue is taken up in water and washed with diethyl ether. After acidification of the aqueous phase with concentrated hydrochloric acid (pH=1) the sulfonylure... The reactants are [H-].[Na+] (sodium hydride), N1N=NN=C1 (tetrazole), S(=O)(=O)(OC[C@H]1CN([C@@H]2CC3=CNC4=CC=CC([C@H]2C1)=C34)C)C3=CC=C(C)C=C3 (6-methylergolin-8β-ylmethyl tosylate). The solvent is CN(C=O)C (dimethylformamide). Reaction conditions: time 30 minute. Yields the product CN1C[C@@H](C[C@@H]2C=3C=CC=C4NC=C(C[C@@H]12)C34)CN3N=NN=C3 (1-(6-Methylergolin-8β-ylmethyl)tetrazole). The yield is 31.1%. Reaction SMILES: [H-].[Na+].[NH:3]1[CH:7]=[N:6][N:5]=[N:4]1.S(C1C=CC(C)=CC=1)(O[CH2:12][C@@H:13]1[CH2:27][C@H:26]2[C@@H:16]([CH2:17][C:18]3[C:28]4[C:21](=[CH:22][CH:23]=[CH:24][C:25]2=4)[NH:20][CH:19]=3)[N:15]([CH3:29])[CH2:14]1)(=O)=O>CN(C)C=O>[CH3:29][N:15]1[C@H:16]2[C@@H:26]([C:25]3[CH:24]=[CH:23][CH:22]=[C:21]4[C:28]=3[C:18]([CH2:17]2)=[CH:19][NH:20]4)[CH2:27][C@@H:13]([CH2:12][N:3]2[CH:7]=[N:6][N:5]=[N:4]2)[CH2:14]1 |f:0.1|. Reported procedure: 1.7 g of 50% sodium hydride in an oil was added in small portions to a mixture of 5.1 g of tetrazole and 30 ml of dimethylformamide, and the resulting mixture was stirred for 30 minutes. 3.0 g of 6-methylergolin-8β-ylmethyl tosylate was added to the mixture which was then heated on a water bath for 11 hours. The solvent was distilled off under reduced pressure, and the residue was purified by alumina column chromatography (eluted with acetone). The product was recrystallized from acetone to obta...